Dataset: the Open Reaction Database (ORD), a public repository of structured organic reaction records. Task: describe an organic reaction: reactants, conditions, products, and yield Reactants: CC(C)(C)OC(=O)OC(=O)OC(C)(C)C, CCOC(=O)c1sc(N)nc1C(F)(F)F, CN(C)c1ccncc1, ClCCl. Yields the product CCOC(=O)c1sc(NOC(=O)OC(C)(C)C)nc1C(F)(F)F. Reaction SMILES: [C:16]([CH3:17])([CH3:18])([CH3:19])[O:20][C:21](=[O:22])[O:23][C:24]([O:25][C:26]([CH3:27])([CH3:28])[CH3:29])=[O:30].[CH2:1]([CH3:2])[O:3][C:4](=[O:5])[c:6]1[c:7]([C:12]([F:13])([F:14])[F:15])[n:8][c:9]([NH2:11])[s:10]1.[CH3:31][N:32]([CH3:33])[c:34]1[cH:35][cH:36][n:37][cH:38][cH:39]1.[Cl:40][CH2:41][Cl:42]>>[CH2:1]([CH3:2])[O:3][C:4](=[O:5])[c:6]1[c:7]([C:12]([F:13])([F:14])[F:15])[n:8][c:9]([NH:11][O:23][C:21]([O:20][C:16]([CH3:17])([CH3:18])[CH3:19])=[O:22])[s:10]1. The reactants are ClCCCOC1=C(C=C(C=C1)C(C)=O)OC (1-[4-(3-chloropropoxy)-3-methoxyphenyl]ethanone), ice. Run in OS(=O)(=O)O (H2SO4). Conditions: time 23 hour. The product is ClCCCOC1=C(C=C(C=C1)C(C)=O)O (1-[4-(3-chloropropoxy)-3-hydroxyphenyl]ethanone). Isolated yield 36.1%. As a reaction SMILES: [Cl:1][CH2:2][CH2:3][CH2:4][O:5][C:6]1[CH:11]=[CH:10][C:9]([C:12](=[O:14])[CH3:13])=[CH:8][C:7]=1[O:15]C>OS(O)(=O)=O>[Cl:1][CH2:2][CH2:3][CH2:4][O:5][C:6]1[CH:11]=[CH:10][C:9]([C:12](=[O:14])[CH3:13])=[CH:8][C:7]=1[OH:15]. Procedure details: A mixture of 1-[4-(3-chloropropoxy)-3-methoxyphenyl]ethanone (10.0 g, 0.0412 mol) and concentrated H2SO4 (50 ml) was stirred at 65° for 23 hours. The cooled reaction was poured into 250 g of ice and was stirred vigorously for 10 minutes. The aqueous mixture was extracted with dichloromethane (CH2Cl2) and the resultant dichloromethane extract was washed well with 5% sodium hydroxide. The basic phases were combined and washed with dichloromethane. The aqueous mixture was cooled in an ice bath and ... Reactants: OCC1=C(C(=CC=C1C)C)CO (1,2-Bis(hydroxymethyl)-3,6-dimethylbenzene). Reagents/catalysts: [O-2].[Mn+4].[O-2] (manganese(IV) oxide). Run in ClCCl (dichloromethane). Reaction conditions: time 22 hour. Yields the product CC1=C2COC(C2=C(C=C1)C)=O (4,7-Dimethyl-3H-isobenzofuran-1-one). Isolated yield 91.7%. As a reaction SMILES: [OH:1][CH2:2][C:3]1[C:8]([CH3:9])=[CH:7][CH:6]=[C:5]([CH3:10])[C:4]=1[CH2:11][OH:12]>[O-2].[Mn+4].[O-2].ClCCl>[CH3:9][C:8]1[CH:7]=[CH:6][C:5]([CH3:10])=[C:4]2[C:3]=1[CH2:2][O:1][C:11]2=[O:12] |f:1.2.3|. Procedure: A 1 L 3-necked RBF is charged with 1,2-bis(hydroxymethyl)-3,6-dimethyl-benzene 3 (22.05 g, 0.133 mol), activated 85% manganese(IV) oxide (135.69 g, 1.327 mol), 4 Å molecular sieves (12.00 g) and anhydrous dichloromethane (500 mL), and placed under nitrogen. The reaction mixture is heated to reflux and stirred for 22 h. The reaction mixture is filtered through Kieselguhr and washed thoroughly with dichloromethane. The filtrate is concentrated in vacuo to yield the product 4 as a cream solid (19.7... The reactants are C(C1=CC=CC=C1)N1C(=C(C2=CC(=CC=C12)OC1OCCCC1)C=O)C(C)C (1-Benzyl-2-isopropyl-5-(tetrahydropyran-2-yloxy)-1H-indole-3-carboxaldehyde), C(C1=CC=CC=C1)N1C(=C(C2=CC(=CC=C12)OC1OCCCC1)C=O)C(C)C (1-Benzyl-2-isopropyl-5-(tetrahydropyran-2-yloxy)-1H-indole-3-carboxaldehyde), C[Mg+].[Br-] (MeMgBr). The solvent is C1CCOC1 (THF). Reaction conditions: time 4 hour. The product is C(C1=CC=CC=C1)N1C(=C(C2=CC(=CC=C12)OC1OCCCC1)C(C)O)C(C)C (1-(1-benzyl-2-isopropyl-5-(tetrahydropyran-2-yloxy)-1H-indol-3-yl)ethanol). As a reaction SMILES: [CH2:1]([N:8]1[C:16]2[C:11](=[CH:12][C:13]([O:17][CH:18]3[CH2:23][CH2:22][CH2:21][CH2:20][O:19]3)=[CH:14][CH:15]=2)[C:10]([CH:24]=[O:25])=[C:9]1[CH:26]([CH3:28])[CH3:27])[C:2]1[CH:7]=[CH:6][CH:5]=[CH:4][CH:3]=1.[CH3:29][Mg+].[Br-]>C1COCC1>[CH2:1]([N:8]1[C:16]2[C:11](=[CH:12][C:13]([O:17][CH:18]3[CH2:23][CH2:22][CH2:21][CH2:20][O:19]3)=[CH:14][CH:15]=2)[C:10]([CH:24]([OH:25])[CH3:29])=[C:9]1[CH:26]([CH3:28])[CH3:27])[C:2]1[CH:3]=[CH:4][CH:5]=[CH:6][CH:7]=1 |f:1.2|. Procedure details: General Procedure C. To a −78° C. solution of (1-benzyl-2-isopropyl-5-(tetrahydropyran-2-yloxy)-1H-indole-3-carboxaldehyde (Compound 13, 200 mg, 0.55 mmol) in THF (5 mL) was added MeMgBr (3 M solution in THF, 1 mL, 3 mmol). The solution was stirred between −78° C. and −10° C. for 4 h, and then the reaction was quenched at −78° C. by adding EtOAc (2 mL) and water (5 mL). The mixture was warmed to room temperature and diluted with EtOAc (50 mL). The reaction was quickly washed with ice cold aqueou... Reactants: O=[N+]([O-])c1cnc(Br)s1, O=C([O-])[O-], CCO, [K+], [K+], O, Oc1nnc(S)n1-c1ccccc1. Yields the product O=[N+]([O-])c1cnc(Sc2nnc(O)n2-c2ccccc2)s1. RXN SMILES: [Br:20][c:21]1[s:22][c:23]([N+:26](=[O:27])[O-:28])[cH:24][n:25]1.[C:14](=[O:15])([O-:16])[O-:17].[CH3:30][CH2:31][OH:32].[K+:18].[K+:19].[OH2:29].[OH:1][c:2]1[n:3][n:4][c:5]([SH:13])[n:6]1-[c:7]1[cH:8][cH:9][cH:10][cH:11][cH:12]1>>[OH:1][c:2]1[n:3][n:4][c:5]([S:13][c:21]2[s:22][c:23]([N+:26](=[O:27])[O-:28])[cH:24][n:25]2)[n:6]1-[c:7]1[cH:8][cH:9][cH:10][cH:11][cH:12]1. The reactants are BrC1=C(C=C(C=C1)[N+](=O)[O-])N (2-bromo-5-nitrobenzenamine), Cl.ClCCN(C)CCCl (2-chloro-N-(2-chloroethyl)-N-methylethanamine hydrochloride). Solvent: ClC1=CC=CC=C1 (chlorobenzene), ClCCl (dichloromethane). Conditions: time 15 hour. Product: BrC1=C(C=C(C=C1)[N+](=O)[O-])N1CCN(CC1)C (1-(2-Bromo-5-nitrophenyl)-4-methylpiperazine). The yield is 26.5%. Reaction SMILES: [Br:1][C:2]1[CH:7]=[CH:6][C:5]([N+:8]([O-:10])=[O:9])=[CH:4][C:3]=1[NH2:11].Cl.Cl[CH2:14][CH2:15][N:16]([CH2:18][CH2:19]Cl)[CH3:17]>ClC1C=CC=CC=1.ClCCl>[Br:1][C:2]1[CH:7]=[CH:6][C:5]([N+:8]([O-:10])=[O:9])=[CH:4][C:3]=1[N:11]1[CH2:19][CH2:18][N:16]([CH3:17])[CH2:15][CH2:14]1 |f:1.2|. Procedure: A suspension of 2-bromo-5-nitrobenzenamine (26.0 g) and 2-chloro-N-(2-chloroethyl)-N-methylethanamine hydrochloride (23.0 g) in chlorobenzene (150 ml) was heated to reflux under nitrogen and stirred for 15 hours before cooling to room temperature. The gummy mixture was diluted with dichloromethane (150 ml) and extracted with water (4×400 ml, acidified with 2N HCl). The combined aqueous extracts were basified with 2N sodium hydroxide (to pH 12) and extracted with dichloromethane (4×500 ml). The c... Reactants: C[C@@H]1CNC[C@H](O1)C (trans-2,6-dimethylmorpholine), BrCC([C@H]1CC[C@H]2[C@@H]3CC[C@H]4C[C@@H](CC[C@]4(C)[C@H]3C(C[C@]12C)=O)O)=O (21-Bromo-3α-hydroxy-5α-pregnane-11,20-dione), O (water). Solvent: O1CCCC1 (tetrahydrofuran). Yields the product O[C@H]1C[C@@H]2CC[C@H]3[C@@H]4CC[C@H](C(CN5C[C@@H](O[C@H](C5)C)C)=O)[C@]4(CC([C@@H]3[C@]2(CC1)C)=O)C (3α-hydroxy-21-(trans-2',6'-dimethylmorpholino)-5α-pregnane-11,20-dione). The yield is 14.0%. As a reaction SMILES: Br[CH2:2][C:3](=[O:25])[C@@H:4]1[C@:21]2([CH3:22])[C@H:7]([C@H:8]3[C@H:18]([C:19](=[O:23])[CH2:20]2)[C@:16]2([CH3:17])[C@H:11]([CH2:12][C@H:13]([OH:24])[CH2:14][CH2:15]2)[CH2:10][CH2:9]3)[CH2:6][CH2:5]1.[CH3:26][C@H:27]1[O:32][C@H:31]([CH3:33])[CH2:30][NH:29][CH2:28]1.O>O1CCCC1>[OH:24][C@@H:13]1[CH2:14][CH2:15][C@@:16]2([CH3:17])[C@@H:11]([CH2:10][CH2:9][C@@H:8]3[C@@H:18]2[C:19](=[O:23])[CH2:20][C@@:21]2([CH3:22])[C@H:7]3[CH2:6][CH2:5][C@@H:4]2[C:3](=[O:25])[CH2:2][N:29]2[CH2:28][C@H:27]([CH3:26])[O:32][C@@H:31]([CH3:33])[CH2:30]2)[CH2:12]1. Procedure details: 21-Bromo-3α-hydroxy-5α-pregnane-11,20-dione (1 g.) was dissolved in dry tetrahydrofuran (50 ml.) and cis/trans-2,6-dimethylmorpholine (1 ml.) added to the solution. The mixture was refluxed for 4 hours. The mixture was poured into water, the emulsion extracted into ether, and the combined extracts washed with water, dried over anhydrous sodium sulphate and evaporated to a pale yellow foam (1.07 g.) which was purified by preparative T.L.C. in ethyl acetate. The faster running band (Rf ~0.6) gave ... The reactants are NC1=NC=CC=C1Br (2-amino-3-bromopyridine), O.N1=CC=CC2=CC=C3C=CC=NC3=C12 (1,10-phenanthroline monohydrate), C(C1=CC=CC=C1)#N (benzonitrile). The reagents and catalysts are [Cu]Br (copper (I) bromide). Reaction conditions: temperature 130 celsius. The product is BrC=1C=2N(C=CC1)N=C(N2)C2=CC=CC=C2 (8-bromo-2-phenyl-[1,2,4]triazolo[1,5-a]pyridine). The yield is 60.0%. As a reaction SMILES: [NH2:1][C:2]1[C:7]([Br:8])=[CH:6][CH:5]=[CH:4][N:3]=1.O.N1C2C(=CC=C3C=2N=CC=C3)C=CC=1.[C:24](#[N:31])[C:25]1[CH:30]=[CH:29][CH:28]=[CH:27][CH:26]=1>[Cu]Br>[Br:8][C:7]1[C:2]2[N:3]([N:31]=[C:24]([C:25]3[CH:30]=[CH:29][CH:28]=[CH:27][CH:26]=3)[N:1]=2)[CH:4]=[CH:5][CH:6]=1 |f:1.2|. Procedure details: A mixture of 2-amino-3-bromopyridine (2.00 g, 11.2 mmol), copper (I) bromide (240 mg, 1.64 mmol), 1,10-phenanthroline monohydrate (336 mg, 1.68 mmol) and benzonitrile (25 mL) was heated in a 50-mL 3-necked flask to 130° C. During 4 d a gentle flow of (O2/N2 5:95) was bubbled through the reaction mixture (>99% conversion, HPLC method see below). The dark brown suspension was then cooled to 0-5° C. and filtered. The filter cake was washed with TBME (10 mL) and dried to yield crude 8-bromo-2-phenyl... Reactants: C(CCC(=O)O)(=O)O (succinic acid), [OH-].[Na+] (sodium hydroxide), CC=1SC(=CN1)CCCN1C(C2=CC=CC=C2C1=O)=O (2-[(2-methyl-thiazol-5-yl)-propyl]-1H-isoindole-1,3-(2H)-dione). Solvent: CO (methanol), C(C)(=O)OCC (ethyl acetate), Cl (hydrochloric acid). Product: CC=1SC(=CN1)CCCN (2-methyl-5-thiazole-propanamine). As a reaction SMILES: [CH3:1][C:2]1[S:3][C:4]([CH2:7][CH2:8][CH2:9][N:10]2C(=O)C3C(=CC=CC=3)C2=O)=[CH:5][N:6]=1.[OH-].[Na+].C(O)(=O)CCC(O)=O>Cl.C(OCC)(=O)C.CO>[CH3:1][C:2]1[S:3][C:4]([CH2:7][CH2:8][CH2:9][NH2:10])=[CH:5][N:6]=1 |f:1.2|. Procedure details: A solution of 19 g of the product of Step F in 100 ml of concentrated hydrochloric acid was refluxed for 16 hours and was then iced. Concentrated sodium hydroxide solution was slowly added thereto to adjust the pH to 12-13 and the mixture was extracted with ethyl acetate. The extracts were dried and evaporated to dryness under reduced pressure to obtain 11 g of raw product which was dissolved in ethyl acetate. A solution of 10% succinic acid in methanol was added thereto until the pH was 7 and t...